This data is from the Open Reaction Database (ORD), a public repository of structured organic reaction records. The task is: describe an organic reaction: reactants, conditions, products, and yield Reactants: CC#N, O=S(=O)(Cl)c1cc(Cl)c(F)cc1F, C1CN2CCN1CC2, Nc1ccncn1. Product: O=S(=O)(Nc1ccncn1)c1cc(Cl)c(F)cc1F. Reaction SMILES: [CH3:29][C:30]#[N:31].[Cl:16][c:17]1[c:18]([F:28])[cH:19][c:20]([F:27])[c:21]([S:23](=[O:24])(=[O:25])[Cl:26])[cH:22]1.[N:8]12[CH2:9][CH2:10][N:11]([CH2:12][CH2:13]1)[CH2:14][CH2:15]2.[NH2:1][c:2]1[n:3][cH:4][n:5][cH:6][cH:7]1>>[NH:1]([c:2]1[n:3][cH:4][n:5][cH:6][cH:7]1)[S:23]([c:21]1[c:20]([F:27])[cH:19][c:18]([F:28])[c:17]([Cl:16])[cH:22]1)(=[O:24])=[O:25]. Starting materials: BrC1=CC2=C(C=N1)C=C(N2C(=O)OC(C)(C)C)C=2C=NN(C2)C(=O)OC(C)(C)C (tert-Butyl 6-bromo-2-(1-(tert-butoxycarbonyl)-1H-pyrazol-4-yl)-1H-pyrrolo[3,2-c]pyridine-1-carboxylate), O1CCN(CC1)CCOC1=CC=C(N)C=C1 (4-(2-morpholinoethoxy)aniline). The product is C(C)(C)(C)OC(=O)N1N=CC(=C1)C1=CC=2C=NC(=CC2N1C(=O)OC(C)(C)C)NC1=CC=C(C=C1)OCCN1CCOCC1 (tert-Butyl 2-(1-(tert-butoxycarbonyl)-1H-pyrazol-4-yl)-6-(4-(2-morpholinoethoxy)phenylamino)-1H-pyrrolo[3,2-c]pyridine-1-carboxylate). Reaction SMILES: Br[C:2]1[N:7]=[CH:6][C:5]2[CH:8]=[C:9]([C:18]3[CH:19]=[N:20][N:21]([C:23]([O:25][C:26]([CH3:29])([CH3:28])[CH3:27])=[O:24])[CH:22]=3)[N:10]([C:11]([O:13][C:14]([CH3:17])([CH3:16])[CH3:15])=[O:12])[C:4]=2[CH:3]=1.[O:30]1[CH2:35][CH2:34][N:33]([CH2:36][CH2:37][O:38][C:39]2[CH:45]=[CH:44][C:42]([NH2:43])=[CH:41][CH:40]=2)[CH2:32][CH2:31]1>>[C:26]([O:25][C:23]([N:21]1[CH:22]=[C:18]([C:9]2[N:10]([C:11]([O:13][C:14]([CH3:16])([CH3:15])[CH3:17])=[O:12])[C:4]3[CH:3]=[C:2]([NH:43][C:42]4[CH:44]=[CH:45][C:39]([O:38][CH2:37][CH2:36][N:33]5[CH2:32][CH2:31][O:30][CH2:35][CH2:34]5)=[CH:40][CH:41]=4)[N:7]=[CH:6][C:5]=3[CH:8]=2)[CH:19]=[N:20]1)=[O:24])([CH3:27])([CH3:28])[CH3:29]. Reported procedure: The title compound was prepared from tert-butyl 6-bromo-2-(1-(tert-butoxycarbonyl)-1H-pyrazol-4-yl)-1H-pyrrolo[3,2-c]pyridine-1-carboxylate (10) (100 mg, 0.216 mmol) and 4-(2-morpholinoethoxy)aniline (58 mg, 0.26 mmol, 1.2 eq) using the method described in Preparation 35 and using silica gel column chromatography eluting with EtOAc:hexane:triethylamine 10:10:1 (20 mg, 15%). 1H-NMR (500 MHz, CDCl3) 1.45 (s, 9H), 1.67 (s, 9H), 2.58 (m, 4H), 2.8 (t, J=5.8 Hz, 2H), 3.73 (m, 4H), 4.11 (t, J=5.8 Hz, 2... Reactants: CN1CCc2ccc(N)cc2C1, N=c1c2cnc(Cl)nc2[nH]c(=O)n1-c1c(F)cccc1Cl, N=c1c2cnc(Cl)nc2[nH]c(=O)n1-c1c(Cl)cccc1Cl. As a reaction SMILES: [CH3:1][N:2]1[CH2:3][c:4]2[cH:5][c:6]([NH2:12])[cH:7][cH:8][c:9]2[CH2:10][CH2:11]1.[Cl:13][c:14]1[n:15][cH:16][c:17]2[c:18]([n:19]1)[nH:20][c:21](=[O:33])[n:22](-[c:25]1[c:26]([Cl:32])[cH:27][cH:28][cH:29][c:30]1[F:31])[c:23]2=[NH:24].[Cl:34][c:35]1[n:36][c:37]2[nH:38][c:39](=[O:40])[n:41](-[c:42]3[c:43]([Cl:44])[cH:45][cH:46][cH:47][c:48]3[Cl:49])[c:50](=[NH:51])[c:52]2[cH:53][n:54]1>>[CH3:1][N:2]1[CH2:3][c:4]2[cH:5][c:6]([NH:12][c:14]3[n:15][cH:16][c:17]4[c:18]([n:19]3)[nH:20][c:21](=[O:33])[n:22](-[c:25]3[c:26]([Cl:32])[cH:27][cH:28][cH:29][c:30]3[F:31])[c:23]4=[NH:24])[cH:7][cH:8][c:9]2[CH2:10][CH2:11]1. Yields the product CN1CCc2ccc(Nc3ncc4c(=N)n(-c5c(F)cccc5Cl)c(=O)[nH]c4n3)cc2C1. Product: N1(C=NC2=C1C=CC=C2)C(=CC(=O)OCC)C2=CC=C(C=C2)CC (Ethyl 3-(1H-benzimidazol-1-yl)-3-(4-ethylphenyl)-2-propenoate). Procedure: To a solution of benzimidazole (118 mg, 1.00 mmol) in DMF (3 mL) was added ethyl 3-(4-ethylphenyl)-2-propynoate (202 mg, 1.00 mmol) and potassium carbonate (152 mg, 1.10 mmol). This suspension was heated to 100° C. for 48 hours, then cooled to room temperature, and evaporated in vacuo. The residue was partitioned between water and dichloromethane, and the separated aqueous layer extracted with dichloromethane. The combined organic layers were dried over anhydrous magnesium sulfate, filtered, and... Solvent: CN(C)C=O (DMF). Run at temperature 100 celsius. As a reaction SMILES: [N:1]1[C:5]2[CH:6]=[CH:7][CH:8]=[CH:9][C:4]=2[NH:3][CH:2]=1.[CH2:10]([C:12]1[CH:17]=[CH:16][C:15]([C:18]#[C:19][C:20]([O:22][CH2:23][CH3:24])=[O:21])=[CH:14][CH:13]=1)[CH3:11].C(=O)([O-])[O-].[K+].[K+]>CN(C=O)C>[N:1]1([C:18]([C:15]2[CH:16]=[CH:17][C:12]([CH2:10][CH3:11])=[CH:13][CH:14]=2)=[CH:19][C:20]([O:22][CH2:23][CH3:24])=[O:21])[C:5]2[CH:6]=[CH:7][CH:8]=[CH:9][C:4]=2[N:3]=[CH:2]1 |f:2.3.4|. Reactants: N1=CNC2=C1C=CC=C2 (benzimidazole), C(C)C1=CC=C(C=C1)C#CC(=O)OCC (ethyl 3-(4-ethylphenyl)-2-propynoate), C([O-])([O-])=O.[K+].[K+] (potassium carbonate). Reactants: O=C1CCC(=O)N1Br, COc1c(C)cccc1Oc1ccccc1F, CC(C)(C#N)N=NC(C)(C)C#N, c1ccccc1. The product is COc1c(CBr)cccc1Oc1ccccc1F. Reaction SMILES: [Br:18][N:19]1[C:20](=[O:21])[CH2:22][CH2:23][C:24]1=[O:25].[CH3:1][O:2][c:3]1[c:4]([O:10][c:11]2[c:12]([F:17])[cH:13][cH:14][cH:15][cH:16]2)[cH:5][cH:6][cH:7][c:8]1[CH3:9].[N:26]#[C:27][C:28]([N:29]=[N:30][C:31]([C:32]#[N:33])([CH3:34])[CH3:35])([CH3:36])[CH3:37].[cH:38]1[cH:39][cH:40][cH:41][cH:42][cH:43]1>>[CH3:1][O:2][c:3]1[c:4]([O:10][c:11]2[c:12]([F:17])[cH:13][cH:14][cH:15][cH:16]2)[cH:5][cH:6][cH:7][c:8]1[CH2:9][Br:18].